This data is from the Open Reaction Database (ORD), a public repository of structured organic reaction records. The task is: describe an organic reaction: reactants, conditions, products, and yield Starting materials: C1OC=2C=C(C=CC2O1)NCCCOC1=CC=C(C(=O)OC)C=C1 (Methyl 4-[3-[N-(3,4-methylenedioxyphenyl)amino]propoxy]benzoate), [OH-].[Na+] (sodium hydroxide). Solvent: O (water), CO (methanol). Conditions: temperature 60 celsius, time 13 hour. The product is C1OC=2C=C(C=CC2O1)NCCCOC1=CC=C(C(=O)O)C=C1 (4-[3-[N-(3,4-Methylenedioxyphenyl)amino]propoxy]benzoic acid). Yield: 68.9%. Reaction SMILES: [CH2:1]1[O:9][C:8]2[CH:7]=[CH:6][C:5]([NH:10][CH2:11][CH2:12][CH2:13][O:14][C:15]3[CH:24]=[CH:23][C:18]([C:19]([O:21]C)=[O:20])=[CH:17][CH:16]=3)=[CH:4][C:3]=2[O:2]1.[OH-].[Na+]>CO.O>[CH2:1]1[O:9][C:8]2[CH:7]=[CH:6][C:5]([NH:10][CH2:11][CH2:12][CH2:13][O:14][C:15]3[CH:16]=[CH:17][C:18]([C:19]([OH:21])=[O:20])=[CH:23][CH:24]=3)=[CH:4][C:3]=2[O:2]1 |f:1.2|. Reported procedure: Methyl 4-[3-[N-(3,4-methylenedioxyphenyl)amino]propoxy]benzoate (1.5 g) was suspended in methanol (20 ml), and thereto a solution of sodium hydroxide (0.55 g) in water (5 ml) was added, then, the mixture was heated with stirring at 60° C. for 13 hours. After the reaction solution was concentrated under reduced pressure, the residue was washed with ether several times, and further thereto were added water and a neutralization amount of conc. hydrochloric acid. The resulting crystal was collected ...